Dataset: the Open Reaction Database (ORD), a public repository of structured organic reaction records. Task: describe an organic reaction: reactants, conditions, products, and yield Product: C(C)(C)(C)OC(=O)N1C=C(C2=CC=CC=C12)CCCNC([C@H](CC)NC(=O)OC(C)(C)C)=O (3-[3-(2-(S)-tert-butoxycarbonylamino-butyrylamino)-propyl]indole-1-carboxylic acid tert-butyl ester). Reaction SMILES: [C:1]([O:5][C:6]([NH:8][C@@H:9]([CH2:32][CH3:33])[C:10]([NH:12][CH2:13]/[CH:14]=[CH:15]/[C:16]1[C:24]2[C:19](=[CH:20][CH:21]=[CH:22][CH:23]=2)[N:18]([C:25]([O:27][C:28]([CH3:31])([CH3:30])[CH3:29])=[O:26])[CH:17]=1)=[O:11])=[O:7])([CH3:4])([CH3:3])[CH3:2]>[Pd].C(O)C>[C:28]([O:27][C:25]([N:18]1[C:19]2[C:24](=[CH:23][CH:22]=[CH:21][CH:20]=2)[C:16]([CH2:15][CH2:14][CH2:13][NH:12][C:10](=[O:11])[C@@H:9]([NH:8][C:6]([O:5][C:1]([CH3:4])([CH3:3])[CH3:2])=[O:7])[CH2:32][CH3:33])=[CH:17]1)=[O:26])([CH3:31])([CH3:29])[CH3:30]. Starting materials: C(C)(C)(C)OC(=O)N[C@H](C(=O)NC/C=C/C1=CN(C2=CC=CC=C12)C(=O)OC(C)(C)C)CC ((S,E)-tert-butyl 3-(3-(2-(tert-butoxycarbonylamino)butanamido)prop-1-enyl)-1H-indole-1-carboxylate). The reagents and catalysts are [Pd] (palladium on carbon). Conditions: time 24 hour. The solvent is C(C)O (ethanol). Procedure details: A 250 mL Parr hydrogenation vessel was charged with (S,E)-tert-butyl 3-(3-(2-(tert-butoxycarbonylamino)butanamido)prop-1-enyl)-1H-indole-1-carboxylate (280 mg, 0.42 mmol), 10% palladium on carbon (34 mg), and ethanol (6.0 mL). The vessel was evacuated and filled with hydrogen. This was repeated two more times. The vessel was then filled with 50 psi hydrogen. After 24 h, the resulting solution was filtered through CELITE and the filtrate concentrated in vacuo to yield 3-[3-(2-(S)-tert-butoxycarbo... Reactants: C(C)(=O)C1=C(C=C(C(=O)OC)C=C1)[N+](=O)[O-] (methyl 4-acetyl-3-nitrobenzoate). Run in CO (methanol), Cl.O (hydrochloric acid water). The product is NC=1C=C(C(=O)OC)C=CC1CC (methyl 3-amino-4-ethylbenzoate). Reaction SMILES: [C:1]([C:4]1[CH:13]=[CH:12][C:7]([C:8]([O:10][CH3:11])=[O:9])=[CH:6][C:5]=1[N+:14]([O-])=O)(=O)[CH3:2]>CO.Cl.O>[NH2:14][C:5]1[CH:6]=[C:7]([CH:12]=[CH:13][C:4]=1[CH2:1][CH3:2])[C:8]([O:10][CH3:11])=[O:9] |f:2.3|. Procedure: The method described in Step 2. of Example 1 was applied to a solution of 35 (0.17 g) in methanol (20 mL) and 10% hydrochloric acid/water (5 mL) to prepare the above named compound. NMR (300 MHz, CDCl3) δ 7.40 (1H, d, J=8 Hz), 7.34 (1H, s), 7.10 (1H, d, J=8 Hz), 3.88 (3H, s), 3.71 (2H, b), 2.54 (2H, q, J=8 Hz), 1.26 (3H, t, J=8 Hz). The reactants are CC(=O)O[BH-](OC(C)=O)OC(C)=O, CNCCN(C)C, CC(=O)O, CC(Cl)Cl, [Na+], O, O=Cc1ccn(-c2ccccc2C=Cc2n[nH]c3ccccc23)c1. Yields the product CN(C)CCN(C)Cc1ccn(-c2ccccc2C=Cc2n[nH]c3ccccc23)c1. As a reaction SMILES: [C:36]([O:37][BH-:38]([O:39][C:40](=[O:41])[CH3:42])[O:43][C:44](=[O:45])[CH3:46])(=[O:47])[CH3:48].[CH3:25][N:26]([CH2:27][CH2:28][NH:29][CH3:30])[CH3:31].[CH3:32][C:33](=[O:34])[OH:35].[Cl:50][CH:51]([Cl:52])[CH3:53].[Na+:49].[OH2:54].[nH:1]1[n:2][c:3]([CH:10]=[CH:11][c:12]2[c:13](-[n:18]3[cH:19][c:20]([CH:23]=[O:24])[cH:21][cH:22]3)[cH:14][cH:15][cH:16][cH:17]2)[c:4]2[cH:5][cH:6][cH:7][cH:8][c:9]12>>[nH:1]1[n:2][c:3]([CH:10]=[CH:11][c:12]2[c:13](-[n:18]3[cH:19][c:20]([CH2:23][N:29]([CH2:28][CH2:27][N:26]([CH3:25])[CH3:31])[CH3:30])[cH:21][cH:22]3)[cH:14][cH:15][cH:16][cH:17]2)[c:4]2[cH:5][cH:6][cH:7][cH:8][c:9]12. Reactants: C1(=CC=C(C=C1)S(=O)(=O)O)C (p-toluenesulfonic acid), C1=CC=C(C(=C1)C2=C3C=C(C(=O)C(=C3OC4=C(C(=C(C=C24)Br)[O-])Br)Br)Br)C(=O)[O-].[Na+].[Na+] (bromo acid). Solvent: C1=CC=CC=C1 (benzene). Yields the product C1=CC=C(C(=C1)C2=C3C=C(C(=O)C(=C3OC4=C(C(=C(C=C24)Br)[O-])Br)Br)Br)C(=O)[O-].[Na+].[Na+] (bromo acid), CC1(OCCO1)CC (2-methyl-2-ethyl-1,3-dioxolane), ketal ester. As a reaction SMILES: C1(C)C=CC(S(O)(=O)=[O:8])=CC=1.[CH:12]1[CH:17]=[C:16]([C:18]2[C:32]3[C:27](=[C:28]([Br:35])[C:29]([O-:34])=[C:30]([Br:33])[CH:31]=3)[O:26][C:25]3[C:19]=2[CH:20]=[C:21]([Br:37])[C:22]([C:24]=3[Br:36])=[O:23])[C:15]([C:38]([O-:40])=[O:39])=[CH:14][CH:13]=1.[Na+:41].[Na+]>C1C=CC=CC=1>[CH:12]1[CH:17]=[C:16]([C:18]2[C:19]3[C:25](=[C:24]([Br:36])[C:22]([O-:23])=[C:21]([Br:37])[CH:20]=3)[O:26][C:27]3[C:32]=2[CH:31]=[C:30]([Br:33])[C:29]([C:28]=3[Br:35])=[O:34])[C:15]([C:38]([O-:40])=[O:39])=[CH:14][CH:13]=1.[Na+:41].[Na+:41].[CH3:32][C:27]1([CH2:28][CH3:29])[O:26][CH2:25][CH2:19][O:8]1 |f:1.2.3,5.6.7|. Procedure: Reaction of 40.0 g of norbornadiene and 13.2 g of paraformaldehyde in formic acid (480 ml) containing concentrated sulfuric acid (20 drops) gave 55.3 g of diformate i. Oxidation of diformate i (55.3 g) in 900 ml of acetone at ##STR8## 0° C. with 553 ml of standard Jones reagent provided 27.2 g of keto acid ii. Treatment of 21.5 g ii with 225 ml of 48% hydrobromic acid in 225 ml of glacial acetic acid at reflux gave 28.1 g of bromo acid 1 (R2 =H, R3 =O). Esterification of 1 (R2 =H, R3 =O) with et... Starting materials: CO, CONc1nc(Cl)nc2c1ncn2C1OC(CO)C(O)C1O, [H-], [Na+], CN(C)C=O. Yields the product CONc1nc(OC)nc2c1ncn2C1OC(CO)C(O)C1O. RXN SMILES: [CH3:25][OH:26].[Cl:1][c:2]1[n:3][c:4]([NH:20][O:21][CH3:22])[c:5]2[n:6][cH:7][n:8]([CH:9]3[CH:10]([OH:11])[CH:12]([OH:13])[CH:14]([CH2:15][OH:16])[O:17]3)[c:18]2[n:19]1.[H-:23].[Na+:24].[O:27]=[CH:28][N:29]([CH3:30])[CH3:31]>>[c:2]1([O:26][CH3:25])[n:3][c:4]([NH:20][O:21][CH3:22])[c:5]2[n:6][cH:7][n:8]([CH:9]3[CH:10]([OH:11])[CH:12]([OH:13])[CH:14]([CH2:15][OH:16])[O:17]3)[c:18]2[n:19]1. Starting materials: C(C)OC(C(CC1=CC(=C(C=C1)O)C)OCC)=O ([rac]-2-ethoxy-3-(4-hydroxy-3-methyl-phenyl)-propionic acid ethyl ester), C1(=CC=CC=C1)P(C1=CC=CC=C1)C1=CC=CC=C1 (triphenylphosphine), C(C)(C)C1=CC=C(C=C1)C=1SC(=C(N1)CCO)C (2-[2-(4-isopropyl-phenyl)-5-methyl-thiazol-4-yl]-ethanol), COC(CC(C(C)Br)=O)=O ([rac]-4-bromo-3-oxo-pentanoic acid methyl ester), C(C)(C)C1=CC=C(C(=S)N)C=C1 (4-isopropyl-thiobenzamide), N(=NC(=O)OCC)C(=O)OCC (DEAD). The solvent is O1CCCC1 (tetrahydrofuran). Yields the product C(C)OC(C(CC1=CC(=C(C=C1)OCCC=1N=C(SC1C)C1=CC=C(C=C1)C(C)C)C)OCC)=O ([rac]-2-ethoxy-3-(4-{2-[2-(4-isopropyl-phenyl)-5-methyl-thiazol-4-yl]-ethoxy}-3-methyl-phenyl)-propionic acid ethyl ester). As a reaction SMILES: [CH2:1]([O:3][C:4](=[O:18])[CH:5]([O:15][CH2:16][CH3:17])[CH2:6][C:7]1[CH:12]=[CH:11][C:10]([OH:13])=[C:9]([CH3:14])[CH:8]=1)[CH3:2].[CH:19]([C:22]1[CH:27]=[CH:26][C:25]([C:28]2[S:29][C:30]([CH3:36])=[C:31]([CH2:33][CH2:34]O)[N:32]=2)=[CH:24][CH:23]=1)([CH3:21])[CH3:20].COC(=O)CC(=O)C(Br)C.C(C1C=CC(C(N)=S)=CC=1)(C)C.C1(P(C2C=CC=CC=2)C2C=CC=CC=2)C=CC=CC=1.N(C(OCC)=O)=NC(OCC)=O>O1CCCC1>[CH2:1]([O:3][C:4](=[O:18])[CH:5]([O:15][CH2:16][CH3:17])[CH2:6][C:7]1[CH:12]=[CH:11][C:10]([O:13][CH2:34][CH2:33][C:31]2[N:32]=[C:28]([C:25]3[CH:24]=[CH:23][C:22]([CH:19]([CH3:20])[CH3:21])=[CH:27][CH:26]=3)[S:29][C:30]=2[CH3:36])=[C:9]([CH3:14])[CH:8]=1)[CH3:2]. Procedure: In analogy to the procedure described in example 1 d], [rac]-2-ethoxy-3-(4-hydroxy-3-methyl-phenyl)-propionic acid ethyl ester (example 4 c]) was reacted with 2-[2-(4-isopropyl-phenyl)-5-methyl-thiazol-4-yl]-ethanol (prepared from [rac]-4-bromo-3-oxo-pentanoic acid methyl ester [PCT Int. Appl. (2001), WO 01/79202] and 4-isopropyl-thiobenzamide in analogy to the procedures described in examples 12 a] and 12 b]) in tetrahydrofuran in the presence of triphenylphosphine and DEAD (diethyl azodicarbox...